From a dataset of the Open Reaction Database (ORD), a public repository of structured organic reaction records. describe an organic reaction: reactants, conditions, products, and yield Reactants: C(CS)(=O)OC (methyl thioglycolate), N1CCCCC1 (piperidine), C(\C=C\C)(=O)OC(C)(C)C (t-butyl crotonate). Reaction conditions: time 12 hour. Yields the product COC(CSC(CC(=O)OC(C)(C)C)C)=O (t-butyl 3-[(2-methoxy-2-oxoethyl)thio]butanoate). Yield: 92.1%. Reaction SMILES: [C:1]([O:5][CH3:6])(=[O:4])[CH2:2][SH:3].N1CCCCC1.[C:13]([O:18][C:19]([CH3:22])([CH3:21])[CH3:20])(=[O:17])/[CH:14]=[CH:15]/[CH3:16]>>[CH3:6][O:5][C:1](=[O:4])[CH2:2][S:3][CH:15]([CH3:16])[CH2:14][C:13]([O:18][C:19]([CH3:22])([CH3:21])[CH3:20])=[O:17]. Procedure: A mixture of methyl thioglycolate (0.8 mL, 8.9 mmol), piperidine (0.12 mL, 1.2 mmol) and 2 g (14 mmol) of t-butyl crotonate was stirred at room temperature for 12 hours, followed by distillation under reduced pressure. The reaction solution was purified by column chromatography to give 2.05 g (8.2 mmol) of the title compound in a yield of 92%. Reactants: C[Si](C)(C)C#CC=1C=C(C=O)C=CC1 (3-(trimethylsilylethynyl)benzaldehyde), NC=1C=C(C=CC1NC1=CC=CC=C1)C(C(F)(F)F)(C(F)(F)F)C1=CC(=C(C=C1)NC1=CC=CC=C1)N (2,2-bis(3-amino-4-anilinophenyl)hexafluoropropane), NC=1C=C(C=CC1NC1=CC=CC=C1)C(C(F)(F)F)(C(F)(F)F)C1=CC(=C(C=C1)NC1=CC=CC=C1)N (2,2-bis(3-amino-4-anilinophenyl)hexafluoropropane), S(=O)(=O)([O-])S(=O)[O-].[Na+].[Na+] (sodium metabisulfite), C[Si](C)(C)C#CC=1C=C(C=O)C=CC1 (3-(trimethylsilylethynyl)benzaldehyde). Solvent: Cl (hydrochloric acid), C(C)O (ethanol), C(C)O.O (ethanol water). Run at temperature 100 celsius. Product: FC(C(C(F)(F)F)(C1=CC2=C(N(C(=N2)C2=CC(=CC=C2)C#C)C2=CC=CC=C2)C=C1)C1=CC2=C(N(C(=N2)C2=CC(=CC=C2)C#C)C2=CC=CC=C2)C=C1)(F)F (5,5'-(hexafluoroisopropylidene)bis[1-phenyl-2-(3-ethynylphenyl)benzimidazole]). As a reaction SMILES: C[Si]([C:5]#[C:6][C:7]1[CH:8]=[C:9]([CH:12]=[CH:13][CH:14]=1)[CH:10]=O)(C)C.[NH2:15][C:16]1[CH:17]=[C:18]([C:29]([C:38]2[CH:43]=[CH:42][C:41]([NH:44][C:45]3[CH:50]=[CH:49][CH:48]=[CH:47][CH:46]=3)=[C:40]([NH2:51])[CH:39]=2)([C:34]([F:37])([F:36])[F:35])[C:30]([F:33])([F:32])[F:31])[CH:19]=[CH:20][C:21]=1[NH:22][C:23]1[CH:28]=[CH:27][CH:26]=[CH:25][CH:24]=1.S(S([O-])=O)([O-])(=O)=O.[Na+].[Na+]>C(O)C.O.C(O)C.Cl>[F:31][C:30]([F:32])([F:33])[C:29]([C:18]1[CH:19]=[CH:20][C:21]2[N:22]([C:23]3[CH:28]=[CH:27][CH:26]=[CH:25][CH:24]=3)[C:10]([C:9]3[CH:12]=[CH:13][CH:14]=[C:7]([C:6]#[CH:5])[CH:8]=3)=[N:15][C:16]=2[CH:17]=1)([C:38]1[CH:43]=[CH:42][C:41]2[N:44]([C:45]3[CH:50]=[CH:49][CH:48]=[CH:47][CH:46]=3)[C:10]([C:9]3[CH:12]=[CH:13][CH:14]=[C:7]([C:6]#[CH:5])[CH:8]=3)=[N:51][C:40]=2[CH:39]=1)[C:34]([F:35])([F:36])[F:37] |f:2.3.4,5.6|. Procedure details: Compound VIII was synthesized from compounds (VI) and (V) as follows. A mixture of 2.00 g of sodium metabisulfite and 0.76 g (4.26 mmol) of 3-(trimethylsilylethynyl)benzaldehyde (VI) in 50 ml of 1:1 ethanol-water was deaerated with argon and heated at 75°-80° C. for 30 minutes. The yellow solution was then treated with a slurry of 1.00 g (1.94 mmol) of 2,2-bis(3-amino-4-anilinophenyl)hexafluoropropane (V) in 50 ml of ethanol. The mixture was heated at a gentle reflux (oil bath temperature about ... Starting materials: C(Cl)Cl (DCM), NN (hydrazine), Cl (HCl), FC(C(C(CC#N)=O)(C)C)(F)F (5,5,5-trifluoro-4,4-dimethyl-3-oxopentanenitrile). The solvent is CCO (EtOH), O (H2O). Conditions: temperature 100 celsius, time 18 hour. Product: FC(C(C)(C)C1=NNC(=C1)N)(F)F (3-(1,1,1-trifluoro-2-methylpropan-2-yl)-1H-pyrazol-5-amine). Yield: 22.0%. RXN SMILES: [F:1][C:2]([F:12])([F:11])[C:3]([CH3:10])([CH3:9])[C:4](=O)[CH2:5][C:6]#[N:7].[NH2:13][NH2:14].Cl.C(Cl)Cl>CCO.O>[F:1][C:2]([F:11])([F:12])[C:3]([C:4]1[CH:5]=[C:6]([NH2:7])[NH:14][N:13]=1)([CH3:10])[CH3:9]. Procedure: To a mixture of 5,5,5-trifluoro-4,4-dimethyl-3-oxopentanenitrile (2 g, 11.16 mmol) in EtOH (10 mL) was added hydrazine (1.263 g, 33.5 mmol) and concentrated HCl (0.5 mL). Then the mixture was stirred at 100° C. for 18 h. Then the mixture was concentrated to give the residue which was distributed between DCM (20 mL) and H2O (10 mL), and extracted with DCM (20 mL×2). The combined organic extracts were washed with brine (20 mL), dried over Na2SO4, filtered and concentrated. The crude product was pu... Reactants: C1CCOC1, [N-]=[N+]=NCCOc1ccc([N+](=O)[O-])cc1, O, c1ccc(P(c2ccccc2)c2ccccc2)cc1. Yields the product NCCOc1ccc([N+](=O)[O-])cc1. As a reaction SMILES: [CH2:35]1[O:36][CH2:37][CH2:38][CH2:39]1.[N:1](=[N+:2]=[N-:3])[CH2:4][CH2:5][O:6][c:7]1[cH:8][cH:9][c:10]([N+:13](=[O:14])[O-:15])[cH:11][cH:12]1.[OH2:40].[c:16]1([P:17]([c:18]2[cH:19][cH:20][cH:21][cH:22][cH:23]2)[c:24]2[cH:25][cH:26][cH:27][cH:28][cH:29]2)[cH:30][cH:31][cH:32][cH:33][cH:34]1>>[NH2:1][CH2:4][CH2:5][O:6][c:7]1[cH:8][cH:9][c:10]([N+:13](=[O:14])[O-:15])[cH:11][cH:12]1. The reactants are COC1=CC=C(C=C1)C(C1=CC=CC=C1)(C1=CC=C(C=C1)OC)NC1=N[C@](C(C(N1C)=O)(C)C)(C)C1=C(C=CC(=C1)Br)F ((S)-2-{[bis-(4-methoxy-phenyl)-phenyl-methyl]-amino}-6-(5-bromo-2-fluoro-phenyl)-3,5,5,6-tetramethyl-5,6-dihydro-3H-pyrimidin-4-one), COC1=CC=C(C=C1)C(C1=CC=CC=C1)(C1=CC=C(C=C1)OC)NC1=N[C@](C(C(N1C)=O)(C)C)(C)C1=C(C=CC(=C1)Br)F ((S)-2-{[bis-(4-methoxy-phenyl)-phenyl-methyl]-amino}-6-(5-bromo-2-fluoro-phenyl)-3,5,5,6-tetramethyl-5,6-dihydro-3H-pyrimidin-4-one), CS(=O)(=O)C1=CC=C(C=C1)N (4-methanesulfonyl-phenylamine). The product is NC1=N[C@](C(C(N1C)=O)(C)C)(C)C1=C(C=CC(=C1)NC1=CC=C(C=C1)S(=O)(=O)C)F ((S)-2-Amino-6-(2-fluoro-5-(4-(methylsulfonyl)phenylamino)phenyl)-3,5,5,6-tetramethyl-5,6-dihydropyrimidin-4(3H)-one). RXN SMILES: COC1C=CC(C([NH:24][C:25]2[N:30]([CH3:31])[C:29](=[O:32])[C:28]([CH3:34])([CH3:33])[C@:27]([C:36]3[CH:41]=[C:40](Br)[CH:39]=[CH:38][C:37]=3[F:43])([CH3:35])[N:26]=2)(C2C=CC(OC)=CC=2)C2C=CC=CC=2)=CC=1.[CH3:44][S:45]([C:48]1[CH:53]=[CH:52][C:51]([NH2:54])=[CH:50][CH:49]=1)(=[O:47])=[O:46]>>[NH2:24][C:25]1[N:30]([CH3:31])[C:29](=[O:32])[C:28]([CH3:33])([CH3:34])[C@:27]([C:36]2[CH:41]=[C:40]([NH:54][C:51]3[CH:50]=[CH:49][C:48]([S:45]([CH3:44])(=[O:47])=[O:46])=[CH:53][CH:52]=3)[CH:39]=[CH:38][C:37]=2[F:43])([CH3:35])[N:26]=1. Procedure details: The coupling of (S)-2-{[bis-(4-methoxy-phenyl)-phenyl-methyl]-amino}-6-(5-bromo-2-fluoro-phenyl)-3,5,5,6-tetramethyl-5,6-dihydro-3H-pyrimidin-4-one (intermediate K) and 4-methanesulfonyl-phenylamine according to procedure B followed by deprotection yielded the title compound as a white solid. MS (ESI): m/z=433.3 [M+H]+. The reactants are C(C1=CC=CC=C1)OC1=CC(=C(C=C1)C1=CN(C=2N=C(N(C(C21)=O)C)N(CCC)CCC)C)F (5-[4-(benzyloxy)-2-fluorophenyl]-2-(dipropylamino)-3,7-dimethyl-3,7-dihydro-4H-pyrrolo[2,3-d]pyrimidin-4-one). Reagents/catalysts: [Pd] (palladium on carbon). Reaction conditions: time 15 hour. Yields the product C(CC)N(C=1N(C(C2=C(N1)N(C=C2C2=C(C=C(C=C2)O)F)C)=O)C)CCC (2-(Dipropylamino)-5-(2-fluoro-4-hydroxyphenyl)-3,7-dimethyl-3,7-dihydro-4H-pyrrolo[2,3-d]pyrimidin-4-one). Yield: 26.9%. As a reaction SMILES: C([O:8][C:9]1[CH:14]=[CH:13][C:12]([C:15]2[C:23]3[C:22](=[O:24])[N:21]([CH3:25])[C:20]([N:26]([CH2:30][CH2:31][CH3:32])[CH2:27][CH2:28][CH3:29])=[N:19][C:18]=3[N:17]([CH3:33])[CH:16]=2)=[C:11]([F:34])[CH:10]=1)C1C=CC=CC=1>[Pd]>[CH2:30]([N:26]([CH2:27][CH2:28][CH3:29])[C:20]1[N:21]([CH3:25])[C:22](=[O:24])[C:23]2[C:15]([C:12]3[CH:13]=[CH:14][C:9]([OH:8])=[CH:10][C:11]=3[F:34])=[CH:16][N:17]([CH3:33])[C:18]=2[N:19]=1)[CH2:31][CH3:32]. Reported procedure: To a solution of 5-[4-(benzyloxy)-2-fluorophenyl]-2-(dipropylamino)-3,7-dimethyl-3,7-dihydro-4H-pyrrolo[2,3-d]pyrimidin-4-one (194 mg, 0.419 mmol) was added 10% palladium on carbon (50 mg), and the mixture was stirred at room temperature for 15 hours under hydrogen atmosphere. The catalyst was removed by filtration, and the filtrate was concentrated in vacuo. The residue was purified by silica gel column chromatography eluting with a 25% hexane/ethyl acetate mixture. The desired fractions were c... The reactants are FC1=C(C=C(C)C)C=CC(=C1)NC1CCC2=C1C=C1C(N(C(=NC1=C2)C)COC(C(C)(C)C)=O)=O (o-fluoro-p-[N-((6RS)-2-methyl-4-oxo-3-pivaloyloxymethyl-3,4,7,8-tetrahydro-6H-cyclopenta[g]quinazolin-6-yl)amino]-β,β-dimethylstyrene), C(C#C)Br (propargyl bromide), C([O-])([O-])=O.[Ca+2] (calcium carbonate). The solvent is CC(=O)N(C)C (DMA). Conditions: temperature 80 celsius. The product is FC1=C(C=C(C)C)C=CC(=C1)N(CC#C)C1CCC2=C1C=C1C(N(C(=NC1=C2)C)COC(C(C)(C)C)=O)=O (o-Fluoro-p-[N-((6RS)-2-methyl-4-oxo-3-pivaloyloxymethyl-3,4,7,8-tetrahydro-6H-cyclopenta[g]quinazolin-6-yl)-N-(prop-2-ynyl)amino]-β,β-dimethylstyrene). RXN SMILES: [F:1][C:2]1[CH:11]=[C:10]([NH:12][CH:13]2[C:17]3[CH:18]=[C:19]4[C:24](=[CH:25][C:16]=3[CH2:15][CH2:14]2)[N:23]=[C:22]([CH3:26])[N:21]([CH2:27][O:28][C:29](=[O:34])[C:30]([CH3:33])([CH3:32])[CH3:31])[C:20]4=[O:35])[CH:9]=[CH:8][C:3]=1[CH:4]=[C:5]([CH3:7])[CH3:6].[CH2:36](Br)[C:37]#[CH:38].C(=O)([O-])[O-].[Ca+2]>CC(N(C)C)=O>[F:1][C:2]1[CH:11]=[C:10]([N:12]([CH:13]2[C:17]3[CH:18]=[C:19]4[C:24](=[CH:25][C:16]=3[CH2:15][CH2:14]2)[N:23]=[C:22]([CH3:26])[N:21]([CH2:27][O:28][C:29](=[O:34])[C:30]([CH3:33])([CH3:32])[CH3:31])[C:20]4=[O:35])[CH2:38][C:37]#[CH:36])[CH:9]=[CH:8][C:3]=1[CH:4]=[C:5]([CH3:7])[CH3:6] |f:2.3|. Procedure: A mixture of o-fluoro-p-[N-((6RS)-2-methyl-4-oxo-3-pivaloyloxymethyl-3,4,7,8-tetrahydro-6H-cyclopenta[g]quinazolin-6-yl)amino]-β,β-dimethylstyrene (1.4 g), propargyl bromide (6.1 g), calcium carbonate (0.88 g) and DMA (20 ml) was stirred and heated to 80° C. for 6 hours. The mixture was evaporated and the residue was partitioned between ethyl acetate and water. The organic phase was washed with water and with brine, dried (MgSO4) and evaporated. The residue was purified by column chromatography ...